Dataset: the Open Reaction Database (ORD), a public repository of structured organic reaction records. Task: describe an organic reaction: reactants, conditions, products, and yield Reactants: BrC1=NC=C(C=C1)Br (2,5-dibromopyridine), C[O-].[Na+] (NaOMe), O (water). The solvent is CO (MeOH). Run at temperature 70 celsius. Yields the product BrC=1C=CC(=NC1)OC (5-bromo-2-methoxypyridine). The yield is 84.1%. As a reaction SMILES: Br[C:2]1[CH:7]=[CH:6][C:5]([Br:8])=[CH:4][N:3]=1.[CH3:9][O-:10].[Na+].O>CO>[Br:8][C:5]1[CH:6]=[CH:7][C:2]([O:10][CH3:9])=[N:3][CH:4]=1 |f:1.2|. Procedure: A mixture of 2,5-dibromopyridine (10 g, 42.37 mmol) and NaOMe (6.86 g, 127.1 mmol) in MeOH (100 mL) was heated at 70° C. and refluxed for 10 h. The mixture was allowed to cool to room temperature, was treated with water (100 mL) and extracted with EtOAc (2×150 mL). The combined organic extracts were dried over sodium sulphate and concentrated under reduced pressure to give a pale yellow, volatile oil of 5-bromo-2-methoxypyridine (6.7 g, 84% yield), which was used without purification in the next... The reactants are ClC1=CC=C(C=2OC3=CC=CC=C3C(C12)=O)[N+](=O)[O-] (1-chloro-4-nitro-9H-xanthen-9-one), C1CCOC1 (THF), N(N)CCNCCO (2-[(hydrazinoethyl)amino]-ethanol). Run in CO (methanol). Reaction conditions: time 3 day. Yields the product Cl.[N+](=O)([O-])C1=C2C=3C(=NN(C3C=C1)CCNCCO)C1=C(O2)C=CC=C1 (2-[[2-(5-Nitro-2H-[1]benzopyrano[4,3,2-cd]-indazol-2-yl)ethyl]amino]ethanol, monohydrochloride). RXN SMILES: [Cl:1][C:2]1[C:15]2[C:14](=O)[C:13]3[C:8](=[CH:9][CH:10]=[CH:11][CH:12]=3)[O:7][C:6]=2[C:5]([N+:17]([O-:19])=[O:18])=[CH:4][CH:3]=1.C1COCC1.[NH:25]([CH2:27][CH2:28][NH:29][CH2:30][CH2:31][OH:32])[NH2:26]>CO>[ClH:1].[N+:17]([C:5]1[CH:4]=[CH:3][C:2]2[N:25]([CH2:27][CH2:28][NH:29][CH2:30][CH2:31][OH:32])[N:26]=[C:14]3[C:13]4[CH:12]=[CH:11][CH:10]=[CH:9][C:8]=4[O:7][C:6]=1[C:15]=23)([O-:19])=[O:18] |f:4.5|. Procedure details: A suspension of 2.76 g of 1-chloro-4-nitro-9H-xanthen-9-one, 30 ml of THF, 15 ml of methanol and 1.40 g of 2-[(hydrazinoethyl)amino]-ethanol was stirred at room temperature for three days. The precipitate was collected, washed with THF and dried, providing the title compound, mp 262°-64° C. (decomp.). Reactants: [OH-].[K+] (potassium hydroxide), C1(CCC1)NC1=NC=C(N=C1Br)Br (2-(N-cyclobutylamino)-3,5-dibromopyrazine), C (charcoal). Run in O (water), O (water). The product is BrC=1N=C(C(=NC1)NC1CCC1)O (5-bromo-2-(N-cyclobutylamino)-3-hydroxypyrazine). The yield is 80.0%. Reaction SMILES: [CH:1]1([NH:5][C:6]2[C:11](Br)=[N:10][C:9]([Br:13])=[CH:8][N:7]=2)[CH2:4][CH2:3][CH2:2]1.[OH-:14].[K+].C>O>[Br:13][C:9]1[N:10]=[C:11]([OH:14])[C:6]([NH:5][CH:1]2[CH2:4][CH2:3][CH2:2]2)=[N:7][CH:8]=1 |f:1.2|. Procedure details: A suspension of 2-(N-cyclobutylamino)-3,5-dibromopyrazine (EX-15B) (25.03 g, 81.53 mmol) in 500.0 mL water (0.16 M) was added potassium hydroxide (22.90 g, 408.1 mmol) in 480.0 mL water. The resulting suspension was heated to reflux for approximately 18 hours. The reaction mixture was then added charcoal and refluxed for an additional 15 minutes. The mixture was then allowed to cool for 5 minutes and was filtered through Celite 545. The filtrate was cooled in an ice bath and was acidified to a p... Reactants: CCO, COc1ccc(CCl)cc1, ClCCl, CC(C)C(O)C(=O)O. Yields the product COc1ccc(COC(=O)C(O)C(C)C)cc1. RXN SMILES: [CH3:19][CH2:20][OH:21].[CH3:9][O:10][c:11]1[cH:12][cH:13][c:14]([CH2:15][Cl:16])[cH:17][cH:18]1.[Cl:22][CH2:23][Cl:24].[OH:1][CH:2]([C:3](=[O:4])[OH:5])[CH:6]([CH3:7])[CH3:8]>>[OH:1][CH:2]([C:3](=[O:4])[O:5][CH2:15][c:14]1[cH:13][cH:12][c:11]([O:10][CH3:9])[cH:18][cH:17]1)[CH:6]([CH3:7])[CH3:8]. RXN SMILES: C([Li])CCC.[F:6][C:7]1[CH:8]=[C:9]([O:13][CH3:14])[CH:10]=[CH:11][CH:12]=1.[I:15]I.S([O-])([O-])(=O)=S.[Na+].[Na+]>C1COCC1.CCOCC.O>[F:6][C:7]1[C:8]([I:15])=[C:9]([O:13][CH3:14])[CH:10]=[CH:11][CH:12]=1 |f:3.4.5|. Procedure: n-Butyllithium (1.6 M in hexanes, 26 mL, 42 mmol) was added dropwise to a stirred, cooled (-78° C.) solution of 3-fluoroanisole (5.0 g, 40 mmol) in THF (150 mL) and the mixture was stirred at -78° C. for 2.5 h. Iodine (11.1 g, 43 mmol) in THF (50 mL) was added dropwise and the mixture was allowed to warm to room temperature. Water (200 mL), saturated aqueous sodium thiosulfate (100 mL) and ether (300 mL) were added and the layers were separated. The aqueous layer was extracted with ether (200 mL... Yields the product FC1=CC=CC(=C1I)OC (6-Fluoro-2-methoxyiodobenzene). Reactants: S(=S)(=O)([O-])[O-].[Na+].[Na+] (sodium thiosulfate), C(CCC)[Li] (n-Butyllithium), FC=1C=C(C=CC1)OC (3-fluoroanisole), II (Iodine). Solvent: CCOCC (ether), O (Water), C1CCOC1 (THF), C1CCOC1 (THF). Yield: 75.9%. Run at temperature -78 celsius, time 2.5 hour. Yields the product Cc1oc(CCCCC(=O)O)nc1-c1ccccc1O. Reaction SMILES: [CH2:22]1[O:23][CH2:24][CH2:25][CH2:26]1.[CH3:1][O:2][C:3]([CH2:4][CH2:5][CH2:6][CH2:7][c:8]1[o:9][c:10]([CH3:20])[c:11](-[c:13]2[c:14]([OH:19])[cH:15][cH:16][cH:17][cH:18]2)[n:12]1)=[O:21].[CH3:29][CH2:30][OH:31].[Na+:28].[OH-:27]>>[O:2]=[C:3]([CH2:4][CH2:5][CH2:6][CH2:7][c:8]1[o:9][c:10]([CH3:20])[c:11](-[c:13]2[c:14]([OH:19])[cH:15][cH:16][cH:17][cH:18]2)[n:12]1)[OH:21]. Reactants: C1CCOC1, COC(=O)CCCCc1nc(-c2ccccc2O)c(C)o1, CCO, [Na+], [OH-]. Starting materials: CCOC(=O)C(CCOC)CC(=O)c1ccc(Br)cc1, Cc1ccccc1, O=[N+]([O-])c1ccc(B(O)O)cc1, [Na+], [Na+], O=C([O-])[O-], C1COCCO1. Product: CCOC(=O)C(CCOC)CC(=O)c1ccc(-c2ccc([N+](=O)[O-])cc2)cc1. As a reaction SMILES: [Br:1][c:2]1[cH:3][cH:4][c:5]([C:8]([CH2:9][CH:10]([C:11](=[O:12])[O:13][CH2:14][CH3:15])[CH2:16][CH2:17][O:18][CH3:19])=[O:20])[cH:6][cH:7]1.[CH3:39][c:40]1[cH:41][cH:42][cH:43][cH:44][cH:45]1.[N+:21](=[O:22])([O-:23])[c:24]1[cH:25][cH:26][c:27]([B:30]([OH:31])[OH:32])[cH:28][cH:29]1.[Na+:33].[Na+:34].[O-:35][C:36](=[O:37])[O-:38].[O:46]1[CH2:47][CH2:48][O:49][CH2:50][CH2:51]1>>[c:2]1(-[c:27]2[cH:26][cH:25][c:24]([N+:21](=[O:22])[O-:23])[cH:29][cH:28]2)[cH:3][cH:4][c:5]([C:8]([CH2:9][CH:10]([C:11](=[O:12])[O:13][CH2:14][CH3:15])[CH2:16][CH2:17][O:18][CH3:19])=[O:20])[cH:6][cH:7]1. Starting materials: C(C)(C)(C)OC(=O)N1C[C@H](CCC1)COC1=CC=CC=2NS(N=C(C21)N)(=O)=O ((S)-tert-butyl-3-(((4-amino-2,2-dioxido-1H-benzo[c][1,2,6]thiadiazin-5-yl)oxy)methyl)piperidine-1-carboxylate), Cl.CO (HCl MeOH). Yields the product Cl.NC=1C2=C(NS(N1)(=O)=O)C=CC=C2OC[C@@H]2CNCCC2 ((S)-4-amino-5-(piperidin-3-ylmethoxy)-1H-benzo[c][1,2,6]thiadiazine 2,2-dioxide hydrochloride). The yield is 63.2%. As a reaction SMILES: C(OC([N:8]1[CH2:13][CH2:12][CH2:11][C@H:10]([CH2:14][O:15][C:16]2[C:25]3[C:24]([NH2:26])=[N:23][S:22](=[O:28])(=[O:27])[NH:21][C:20]=3[CH:19]=[CH:18][CH:17]=2)[CH2:9]1)=O)(C)(C)C.[ClH:29].CO>>[ClH:29].[NH2:26][C:24]1[C:25]2[C:16]([O:15][CH2:14][C@H:10]3[CH2:11][CH2:12][CH2:13][NH:8][CH2:9]3)=[CH:17][CH:18]=[CH:19][C:20]=2[NH:21][S:22](=[O:27])(=[O:28])[N:23]=1 |f:1.2,3.4|. Procedure details: A solution of (S)-tert-butyl-3-(((4-amino-2,2-dioxido-1H-benzo[c][1,2,6]thiadiazin-5-yl)oxy)methyl)piperidine-1-carboxylate (Example 2b, 7.0 g, 17.1 mmol) in conc. HCl:MeOH (1:1, 170 mL) was stirred at room temperature for 4 hours. The precipitate was collected by vacuum filtration, and dried to provide the desired product (3.75 g, 63.2%) as a white solid. 1H NMR (DMSO-d6, 400 MHz): δ 1.29 (m, 1H), 1.65 (m, 1H), 1.82 (m, 2H), 2.37 (m, 1H), 2.75 (m, 2H), 3.20 (d, J=8.0 Hz, 1H), 3.27 (d, J=11.2 Hz...